describe an organic reaction: reactants, conditions, products, and yield From a dataset of the Open Reaction Database (ORD), a public repository of structured organic reaction records. The reactants are solution, solution, [Si](C1=CC=CC=C1)(C1=CC=CC=C1)(C(C)(C)C)OC(C)C=1SC=C(N1)C(=O)N[C@H](CN1N=C(C=C1)C1=CC(=C(C=C1)C#N)Cl)C (2-(1-(tert-butyldiphenylsilyloxy)ethyl)-N—((S)-1-(3-(3-chloro-4-cyanophenyl)-1H-pyrazol-1-yl)propan-2-yl)thiazole-4-carboxamide). Solvent: [F-].C(CCC)[N+](CCCC)(CCCC)CCCC (tetrabutylammonium fluoride), C1CCOC1 (THF), C1CCOC1 (THF), [F-].C(CCC)[N+](CCCC)(CCCC)CCCC (tetrabutylammonium fluoride), C1CCOC1 (THF). Conditions: time 8 hour. Product: ClC=1C=C(C=CC1C#N)C1=NN(C=C1)C[C@H](C)NC(=O)C=1N=C(SC1)C(C)O (N—((S)-1-(3-(3-chloro-4-cyanophenyl)-1H-pyrazol-1-yl)propan-2-yl)-2-(1-hydroxyethyl)thiazole-4-carboxamide). RXN SMILES: [Si]([O:18][CH:19]([C:21]1[S:22][CH:23]=[C:24]([C:26]([NH:28][C@@H:29]([CH3:45])[CH2:30][N:31]2[CH:35]=[CH:34][C:33]([C:36]3[CH:41]=[CH:40][C:39]([C:42]#[N:43])=[C:38]([Cl:44])[CH:37]=3)=[N:32]2)=[O:27])[N:25]=1)[CH3:20])(C(C)(C)C)(C1C=CC=CC=1)C1C=CC=CC=1>C1COCC1.[F-].C([N+](CCCC)(CCCC)CCCC)CCC>[Cl:44][C:38]1[CH:37]=[C:36]([C:33]2[CH:34]=[CH:35][N:31]([CH2:30][C@@H:29]([NH:28][C:26]([C:24]3[N:25]=[C:21]([CH:19]([OH:18])[CH3:20])[S:22][CH:23]=3)=[O:27])[CH3:45])[N:32]=2)[CH:41]=[CH:40][C:39]=1[C:42]#[N:43] |f:2.3|. Procedure: 2-(1-(tert-butyldiphenylsilyloxy)ethyl)-N—((S)-1-(3-(3-chloro-4-cyanophenyl)-1H-pyrazol-1-yl)propan-2-yl)thiazole-4-carboxamide (264 mg, 0.403 mmol) dissolved in THF (20 ml) and tetrabutylammonium fluoride, 1.0 M solution in THF (0.41 ml, 0.410 mmol), were added into a flask and stirred at RT overnight. After reacting for an hour, more of tetrabutylammonium fluoride, 1.0 M solution in THF (0.41 ml, 0.410 mmol), was added. The crude product was dried by evaporating and extracted with DCM/water. T... Reactants: CC(C)(C)OC(=O)N1CCN(c2ccc(N)nc2)CC1, CCOCC, Cc1ccccc1, Cc1cc2cnc(S(C)=O)nc2n(C2CCCC2)c1=O. Yields the product Cc1cc2cnc(Nc3ccc(N4CCN(C(=O)OC(C)(C)C)CC4)cn3)nc2n(C2CCCC2)c1=O. RXN SMILES: [C:21]([CH3:22])([CH3:23])([CH3:24])[O:25][C:26](=[O:27])[N:28]1[CH2:29][CH2:30][N:31]([c:34]2[cH:35][n:36][c:37]([NH2:40])[cH:38][cH:39]2)[CH2:32][CH2:33]1.[CH3:41][CH2:42][O:43][CH2:44][CH3:45].[CH3:46][c:47]1[cH:48][cH:49][cH:50][cH:51][cH:52]1.[CH:1]1([n:6]2[c:7](=[O:20])[c:8]([CH3:19])[cH:9][c:10]3[c:11]2[n:12][c:13]([S:16]([CH3:17])=[O:18])[n:14][cH:15]3)[CH2:2][CH2:3][CH2:4][CH2:5]1>>[CH:1]1([n:6]2[c:7](=[O:20])[c:8]([CH3:19])[cH:9][c:10]3[c:11]2[n:12][c:13]([NH:40][c:37]2[n:36][cH:35][c:34]([N:31]4[CH2:30][CH2:29][N:28]([C:26]([O:25][C:21]([CH3:22])([CH3:23])[CH3:24])=[O:27])[CH2:33][CH2:32]4)[cH:39][cH:38]2)[n:14][cH:15]3)[CH2:2][CH2:3][CH2:4][CH2:5]1.